This data is from the Open Reaction Database (ORD), a public repository of structured organic reaction records. The task is: describe an organic reaction: reactants, conditions, products, and yield Reactants: [H-].[Na+] (sodium hydride), ClC1=C(C(=CC=C1)Cl)N1C(NC2=NC(=NC=C2C1)S(=O)(=O)C)=O (3-(2,6-dichlorophenyl)-7-methanesulfonyl-3,4-dihydropyrimido[4,5-d]pyrimidin-2(1H)-one), C(C1=CC=CC=C1)Br (benzyl bromide). The solvent is CN(C=O)C (dimethylformamide). Run at temperature 90 celsius. Yields the product C(C1=CC=CC=C1)N1C(N(CC=2C1=NC(=NC2)S(=O)(=O)C)C2=C(C=CC=C2Cl)Cl)=O (1-benzyl-3-(2,6-dichlorophenyl)-7-methanesulfonyl-3,4-dihydropyrimido[4,5-d]pyrimidin-2(1H)-one). The yield is 79.9%. As a reaction SMILES: [Cl:1][C:2]1[CH:7]=[CH:6][CH:5]=[C:4]([Cl:8])[C:3]=1[N:9]1[CH2:18][C:17]2[C:12](=[N:13][C:14]([S:19]([CH3:22])(=[O:21])=[O:20])=[N:15][CH:16]=2)[NH:11][C:10]1=[O:23].[H-].[Na+].[CH2:26](Br)[C:27]1[CH:32]=[CH:31][CH:30]=[CH:29][CH:28]=1>CN(C)C=O>[CH2:26]([N:11]1[C:12]2=[N:13][C:14]([S:19]([CH3:22])(=[O:21])=[O:20])=[N:15][CH:16]=[C:17]2[CH2:18][N:9]([C:3]2[C:4]([Cl:8])=[CH:5][CH:6]=[CH:7][C:2]=2[Cl:1])[C:10]1=[O:23])[C:27]1[CH:32]=[CH:31][CH:30]=[CH:29][CH:28]=1 |f:1.2|. Procedure details: A solution, cooled in ice, of 100 mg (0.27 mmol) of 3-(2,6-dichlorophenyl)-7-methanesulfonyl-3,4-dihydropyrimido[4,5-d]pyrimidin-2(1H)-one in 6 ml of dimethylformamide was treated with 11 mg (0.27 ml) of sodium hydride (60% w/w). After 30 minutes the mixture was treated with 0.04 ml (0.3 mmol) of benzyl bromide and then heated to 90° C. for 2 hours. The mixture was evaporated and 30 ml of dichloromethane and 30 ml of water were added to the residue. The phases were separated and the organic phas... Yields the product ClC=1C(=NC(=NC1)NC1=CC2=C(CCN(CC2)CCOC)C=C1)NC1=C(C(=O)NCCN2CCCC2)C=CC=C1 (2-{5-Chloro-2-[3-(2-methoxy-ethyl)-2,3,4,5-tetrahydro-1H-benzo[d]azepin-7-ylamino]-pyrimidin-4-ylamino}-N-(2-pyrrolidin-1-yl-ethyl)-benzamide), solid. Reactants: C(C)OC(C1=C(C=CC=C1)NC1=NC(=NC=C1Cl)NC1=CC2=C(CCN(CC2)CCOC)C=C1)=O (2-{5-chloro-2-[3-(2-methoxy-ethyl)-2,3,4,5-tetrahydro-1H-benzo[d]azepin-7-ylamino]-pyrimidin-4-ylamino}-benzoic acid ethyl ester), N1(CCCC1)CCN (2-pyrrolidin-1-yl-ethylamine). Reaction SMILES: C([O:3][C:4](=O)[C:5]1[CH:10]=[CH:9][CH:8]=[CH:7][C:6]=1[NH:11][C:12]1[C:17]([Cl:18])=[CH:16][N:15]=[C:14]([NH:19][C:20]2[CH:34]=[CH:33][C:23]3[CH2:24][CH2:25][N:26]([CH2:29][CH2:30][O:31][CH3:32])[CH2:27][CH2:28][C:22]=3[CH:21]=2)[N:13]=1)C.[N:36]1([CH2:41][CH2:42][NH2:43])[CH2:40][CH2:39][CH2:38][CH2:37]1>>[Cl:18][C:17]1[C:12]([NH:11][C:6]2[CH:7]=[CH:8][CH:9]=[CH:10][C:5]=2[C:4]([NH:43][CH2:42][CH2:41][N:36]2[CH2:40][CH2:39][CH2:38][CH2:37]2)=[O:3])=[N:13][C:14]([NH:19][C:20]2[CH:21]=[CH:22][C:23]3[CH2:24][CH2:25][N:26]([CH2:29][CH2:30][O:31][CH3:32])[CH2:27][CH2:28][C:33]=3[CH:34]=2)=[N:15][CH:16]=1. Yield: 54.0%. Procedure: 2-{5-Chloro-2-[3-(2-methoxy-ethyl)-2,3,4,5-tetrahydro-1H-benzo[d]azepin-7-ylamino]-pyrimidin-4-ylamino}-N-(2-pyrrolidin-1-yl-ethyl)-benzamide was prepared from 2-{5-chloro-2-[3-(2-methoxy-ethyl)-2,3,4,5-tetrahydro-1H-benzo[d]azepin-7-ylamino]-pyrimidin-4-ylamino}-benzoic acid ethyl ester and 2-pyrrolidin-1-yl-ethylamine in an analogous manner to Example 1396. Product isolated as a tan solid (25 mg, 54%). m.p.=172-174° C.; LCMS (m/e) 564 (M+H); 1H-NMR (CDCl3, 400 MHz) δ 11.19 (s, 1H), 8.68 (d, 1H... Reactants: O=C([O-])[O-], FC(F)(F)c1cccc2c(OCCCCCCBr)c(Cc3ccccc3)cnc12, [K+], [K+], CN(C)C=O, CC1(c2ccc3c(c2)OCO3)NC(=O)NC1=O, O. Yields the product CC1(c2ccc3c(c2)OCO3)NC(=O)N(CCCCCCOc2c(Cc3ccccc3)cnc3c(C(F)(F)F)cccc23)C1=O. As a reaction SMILES: [C:35](=[O:36])([O-:37])[O-:38].[CH2:6]([c:7]1[cH:8][cH:9][cH:10][cH:11][cH:12]1)[c:13]1[cH:14][n:15][c:16]2[c:17]([C:31]([F:32])([F:33])[F:34])[cH:18][cH:19][cH:20][c:21]2[c:22]1[O:23][CH2:24][CH2:25][CH2:26][CH2:27][CH2:28][CH2:29][Br:30].[K+:39].[K+:40].[O:1]=[CH:2][N:3]([CH3:4])[CH3:5].[O:41]1[CH2:42][O:43][c:44]2[c:45]1[cH:46][cH:47][c:48]([C:50]1([CH3:57])[C:51](=[O:56])[NH:52][C:53](=[O:55])[NH:54]1)[cH:49]2.[OH2:58]>>[CH2:6]([c:7]1[cH:8][cH:9][cH:10][cH:11][cH:12]1)[c:13]1[cH:14][n:15][c:16]2[c:17]([C:31]([F:32])([F:33])[F:34])[cH:18][cH:19][cH:20][c:21]2[c:22]1[O:23][CH2:24][CH2:25][CH2:26][CH2:27][CH2:28][CH2:29][N:52]1[C:51](=[O:56])[C:50]([c:48]2[cH:47][cH:46][c:45]3[c:44]([cH:49]2)[O:43][CH2:42][O:41]3)([CH3:57])[NH:54][C:53]1=[O:55].